From a dataset of the Open Reaction Database (ORD), a public repository of structured organic reaction records. describe an organic reaction: reactants, conditions, products, and yield The reactants are C(C1=CC=CC=C1)OC1=C(C=C(C(=O)N2CS(C3=C2C=CC=C3)(=O)=O)C=C1OC)Cl (3-(4-benzyloxy-3-chloro-5-methoxybenzoyl)-1,1-dioxo-2,3-dihydro-1,3-benzothiazole). Reagents/catalysts: [OH-].[Pd+2].[OH-].[C] (palladium hydroxide carbon). The solvent is O1CCCC1 (tetrahydrofuran). Run at time 21 hour. Yields the product ClC=1C=C(C(=O)N2CS(C3=C2C=CC=C3)(=O)=O)C=C(C1O)OC (3-(3-chloro-4-hydroxy-5-methoxybenzoyl)-1,1-dioxo-2,3-dihydro-1,3-benzothiazole). Yield: 44.7%. As a reaction SMILES: C([O:8][C:9]1[C:27]([O:28][CH3:29])=[CH:26][C:12]([C:13]([N:15]2[C:19]3[CH:20]=[CH:21][CH:22]=[CH:23][C:18]=3[S:17](=[O:25])(=[O:24])[CH2:16]2)=[O:14])=[CH:11][C:10]=1[Cl:30])C1C=CC=CC=1>O1CCCC1.[OH-].[Pd+2].[OH-].[C]>[Cl:30][C:10]1[CH:11]=[C:12]([CH:26]=[C:27]([O:28][CH3:29])[C:9]=1[OH:8])[C:13]([N:15]1[C:19]2[CH:20]=[CH:21][CH:22]=[CH:23][C:18]=2[S:17](=[O:24])(=[O:25])[CH2:16]1)=[O:14] |f:2.3.4.5|. Procedure details: 3-(4-benzyloxy-3-chloro-5-methoxybenzoyl)-1,1-dioxo-2,3-dihydro-1,3-benzothiazole (519 mg) was dissolved in tetrahydrofuran (5 mL), and 20% palladium hydroxide-carbon (101 mg) was added to the solution, and then the mixture was stirred at room temperature for 21 hours under a hydrogen atmosphere. After the reaction solution was filtered, the solvent was distilled off under reduced pressure and then the obtained residue was crystallized from chloroform to obtain the title compound (185 mg) as a c...